The task is: describe an organic reaction: reactants, conditions, products, and yield. This data is from the Open Reaction Database (ORD), a public repository of structured organic reaction records. The reactants are N1C(=O)NC(=O)C(C)=C1 (Thymine), C(=O)([O-])[O-].[K+].[K+] (K2CO3), ClCC(=O)N1C(CNCC1)=O (chloroacetyl piperazinone). Conditions: time 4 hour. Yields the product N1(C(=O)NC(=O)C(C)=C1)CC(=O)N1C(CNCC1)=O (N-(thymin-1-ylacetyl)-piperazinone). The yield is 364.6%. As a reaction SMILES: [NH:1]1[CH:9]=[C:7]([CH3:8])[C:5](=[O:6])[NH:4][C:2]1=[O:3].C([O-])([O-])=O.[K+].[K+].Cl[CH2:17][C:18]([N:20]1[CH2:25][CH2:24][NH:23][CH2:22][C:21]1=[O:26])=[O:19]>>[N:1]1([CH2:17][C:18]([N:20]2[CH2:25][CH2:24][NH:23][CH2:22][C:21]2=[O:26])=[O:19])[CH:9]=[C:7]([CH3:8])[C:5](=[O:6])[NH:4][C:2]1=[O:3] |f:1.2.3|. Procedure: Thymine (630.6 mg, 5 mmol) and K2CO3 (1.38 g, 10 mmol) were combined in a 50 mL round bottom flask and azeotroped with benzene (3×10 mL). The mixture was suspended in anhydrous DMF (15 mL) under argon and allowed to stir at room temperature for 4 hours. Solid chloroacetyl piperazinone (1.37 mmol, 1.4 eq) as prepared was added, and the reaction mixture was stirred for an additional 3-4 hours. The crude reaction mixture was filtered, concentrated and precipitated by treatment with EtOAc (30 mL). T... The reactants are NC1=C(C=CC=C1)SC(C(C(=O)N)O)C1=CC=C(C=C1)OC (3-(2-aminophenylthio)-2-hydroxy-3-(4-methoxyphenyl)propionamide), COC1=CC=C(C=C1)[C@H]1[C@H](C(=O)N)O1 ((2R,3S)-3-(4-methoxyphenyl)-2,3-epoxypropionamide), ClC1=CC=CC=C1 (chlorobenzene), NC1=C(C=CC=C1)S (2-aminothiophenol), ferric chloride hexahydrate. The solvent is CO (methanol). Run at time 5 minute. The product is O[C@@H]1[C@@H](SC2=C(NC1=O)C=CC=C2)C2=CC=C(C=C2)OC ((2S,3S)-2,3-dihydro-3-hydroxy-2-(4-methoxyphenyl)-1,5-benzothiazepin-4(5H)-one). Yield: 81.6%. Reaction SMILES: COC1C=CC([C@@H]2O[C@H]2C(N)=O)=CC=1.ClC1C=CC=CC=1.NC1C=CC=CC=1S.N[C:31]1[CH:36]=[CH:35][CH:34]=[CH:33][C:32]=1[S:37][CH:38]([C:44]1[CH:49]=[CH:48][C:47]([O:50][CH3:51])=[CH:46][CH:45]=1)[CH:39]([OH:43])[C:40]([NH2:42])=[O:41]>CO>[OH:43][C@H:39]1[C:40](=[O:41])[NH:42][C:31]2[CH:36]=[CH:35][CH:34]=[CH:33][C:32]=2[S:37][C@H:38]1[C:44]1[CH:49]=[CH:48][C:47]([O:50][CH3:51])=[CH:46][CH:45]=1. Procedure details: A mixture of (2R,3S)-3-(4-methoxyphenyl)-2,3-epoxypropionamide (1.93 g) and chlorobenzene (39 ml) is refluxed with heating under nitrogen atmosphere. When the reflux is started, a solution of 2-aminothiophenol (1.38 g) and ferric chloride hexahydrate (0.27 mg) in methanol (0.05 ml) is added immediately to the reaction mixture, and the mixture is stirred at the same temperature for 5 minutes to give a reaction mixture containing 3-(2-aminophenylthio)-2-hydroxy-3-(4-methoxyphenyl)propionamide (3.0... Starting materials: ClC(Cl)Cl, CN(C)C=O, O=P(Cl)(Cl)Cl, O=c1ncc(-c2ccccc2)n[nH]1. Yields the product Clc1ncc(-c2ccccc2)nn1. RXN SMILES: [CH:24]([Cl:25])([Cl:26])[Cl:27].[O:14]=[CH:15][N:16]([CH3:17])[CH3:18].[P:19]([Cl:20])([Cl:21])([Cl:22])=[O:23].[c:1]1(-[c:7]2[cH:8][n:9][c:10](=[O:13])[nH:11][n:12]2)[cH:2][cH:3][cH:4][cH:5][cH:6]1>>[c:1]1(-[c:7]2[cH:8][n:9][c:10]([Cl:21])[n:11][n:12]2)[cH:2][cH:3][cH:4][cH:5][cH:6]1. The reactants are [OH-].[Na+] (NaOH), C(=O)O (formic acid), C=O (formaldehyde), NC=1C=NC2=CC(=C(C=C2C1)OC)OC (3-amino-6,7-dimethoxyquinoline), CN(C=O)C (N,N-dimethylformamide). Solvent: O (water). Product: CN(C=1C=NC2=CC(=C(C=C2C1)OC)OC)C (3-dimethylamino-6,7-dimethoxyquinoline). As a reaction SMILES: C(O)=O.C=O.NC1[CH:8]=[N:9][C:10]2[C:15]([CH:16]=1)=[CH:14][C:13]([O:17][CH3:18])=[C:12]([O:19][CH3:20])[CH:11]=2.[OH-].[Na+].[CH3:23][N:24]([CH3:27])[CH:25]=O>O>[CH3:23][N:24]([CH3:27])[C:25]1[CH:8]=[N:9][C:10]2[C:15]([CH:16]=1)=[CH:14][C:13]([O:17][CH3:18])=[C:12]([O:19][CH3:20])[CH:11]=2 |f:3.4|. Procedure: A mixture of 113.5 g (2.45 mole) of 99% formic acid and 200 ml of formaldehyde (36.5% w/v) is added, under stirring and by cooling at 15°-20° C., to a solution of 100 g (0.49 mole) of 3-amino-6,7-dimethoxyquinoline (prepared according to J. Med. Chem., 22, 1005, 1979) in 400 ml of N,N-dimethylformamide. The thus obtained mixture is refluxed for 6 hours, then water is added, the pH is adjusted to 10 with 40% NaOH and the mixture is extracted with ethyl acetate.